Dataset: the Open Reaction Database (ORD), a public repository of structured organic reaction records. Task: describe an organic reaction: reactants, conditions, products, and yield The reactants are CC1(C(NC(N1)=O)=O)CCC1=CC=CC=C1 (5-methyl-5-phenethyl-hydantoin), [OH-].[Na+] (sodium hydroxide), Cl (hydrochloric acid). The solvent is O (H2O), O (water). Yields the product C[C@](N)(CCC1=CC=CC=C1)C(=O)O (α-Methyl-homo-phenylalanine). RXN SMILES: [CH3:1][C:2]1([CH2:9][CH2:10][C:11]2[CH:16]=[CH:15][CH:14]=[CH:13][CH:12]=2)[NH:6]C(=O)N[C:3]1=[O:8].[OH-:17].[Na+].Cl>O>[CH3:1][C@@:2]([C:3]([OH:17])=[O:8])([CH2:9][CH2:10][C:11]1[CH:16]=[CH:15][CH:14]=[CH:13][CH:12]=1)[NH2:6] |f:1.2|. Reported procedure: 54.6 g 5-methyl-5-phenethyl-hydantoin (0.25 Mol) are reacted with 30 g sodium hydroxide (0.75 Mol) and 150 ml water for 3.5 hours in an autoclave at an oil bath temperature of 180° C. After cooling, 350 ml H2O are added and the clear, light brown solution adjusted with hydrochloric acid to pH 7.0. The white precipitate is suctioned off, washed with 20 mg H2O and dried in a vacuum drying cabinet at 65° C. The produce is recrystallized twice from water. Conditions: time 1 hour. Reaction SMILES: [Br:1][C:2]1[CH:3]=[CH:4][CH:5]=[C:6]2[C:10]=1[NH:9][CH:8]=[CH:7]2.[H-].[Na+].[CH2:13](Br)[C:14]1[CH:19]=[CH:18][CH:17]=[CH:16][CH:15]=1>CN(C=O)C>[CH2:13]([N:9]1[C:10]2[C:6](=[CH:5][CH:4]=[CH:3][C:2]=2[Br:1])[CH:7]=[CH:8]1)[C:14]1[CH:19]=[CH:18][CH:17]=[CH:16][CH:15]=1 |f:1.2|. The solvent is CN(C)C=O (DMF). Yield: 70.0%. The product is C(C1=CC=CC=C1)N1C=CC2=CC=CC(=C12)Br (1-Benzyl-7-bromo-1H-indole), solid. Procedure details: 1-Benzyl-7-bromo-1H-indole was prepared from 7-bromo-1H-indole (0.500 g, 2.55 mmol), sodium hydride (0.285 g, 7.13 mmol of 60% dispersion on mineral oil), benzyl bromide (0.67 mL, 5.6 mmol) in DMF (5 mL). The reaction mixture was stirred for 1 hour after the addition of sodium hydride and for 1 hour after the addition of benzyl bromide. The compound was purified by flash chromatography (using hexane as an eluant) and dried at 60° C. for 30 minutes to yield a cream-colored solid (0.508 g, 70%), m... Reactants: BrC=1C=CC=C2C=CNC12 (7-bromo-1H-indole), [H-].[Na+] (sodium hydride), C(C1=CC=CC=C1)Br (benzyl bromide), [H-].[Na+] (sodium hydride), C(C1=CC=CC=C1)Br (benzyl bromide). The reactants are CC(C)(C)OC(=O)N(Cc1ccc(C#N)cc1CO)C1CCCc2cccnc21, CO, [H][H], N. Product: CC(C)(C)OC(=O)N(Cc1ccc(CN)cc1CO)C1CCCc2cccnc21. As a reaction SMILES: [C:2]([CH3:3])([CH3:4])([CH3:5])[O:6][C:7]([N:8]([CH:9]1[CH2:10][CH2:11][CH2:12][c:13]2[cH:14][cH:15][cH:16][n:17][c:18]21)[CH2:19][c:20]1[c:21]([CH2:28][OH:29])[cH:22][c:23]([C:26]#[N:27])[cH:24][cH:25]1)=[O:30].[CH3:33][OH:34].[H:31][H:32].[NH3:1]>>[C:2]([CH3:3])([CH3:4])([CH3:5])[O:6][C:7]([N:8]([CH:9]1[CH2:10][CH2:11][CH2:12][c:13]2[cH:14][cH:15][cH:16][n:17][c:18]21)[CH2:19][c:20]1[c:21]([CH2:28][OH:29])[cH:22][c:23]([CH2:26][NH2:27])[cH:24][cH:25]1)=[O:30]. The reactants are ClCCl, Cl, C1COCCO1, CC1COCCN1c1cc(CO)nc(-c2ccc(NC(=O)OC(C)(C)C)cc2)n1. Product: CC1COCCN1c1cc(CO)nc(-c2ccc(N)cc2)n1. Reaction SMILES: [Cl:30][CH2:31][Cl:32].[ClH:33].[O:34]1[CH2:35][CH2:36][O:37][CH2:38][CH2:39]1.[OH:1][CH2:2][c:3]1[n:4][c:5](-[c:16]2[cH:17][cH:18][c:19]([NH:22][C:23](=[O:24])[O:25][C:26]([CH3:27])([CH3:28])[CH3:29])[cH:20][cH:21]2)[n:6][c:7]([N:9]2[CH:10]([CH3:15])[CH2:11][O:12][CH2:13][CH2:14]2)[cH:8]1>>[OH:1][CH2:2][c:3]1[n:4][c:5](-[c:16]2[cH:17][cH:18][c:19]([NH2:22])[cH:20][cH:21]2)[n:6][c:7]([N:9]2[CH:10]([CH3:15])[CH2:11][O:12][CH2:13][CH2:14]2)[cH:8]1.